This data is from the Open Reaction Database (ORD), a public repository of structured organic reaction records. The task is: describe an organic reaction: reactants, conditions, products, and yield The product is CCOC(=O)c1cc(-c2ccccc2OCc2ccccc2)n(C)n1. As a reaction SMILES: [CH2:1]([CH3:2])[O:3][C:4](=[O:5])[c:6]1[n:7][nH:8][c:9](-[c:11]2[c:12]([O:17][CH2:18][c:19]3[cH:20][cH:21][cH:22][cH:23][cH:24]3)[cH:13][cH:14][cH:15][cH:16]2)[cH:10]1.[CH3:31][I:32].[K+:25].[K+:26].[O-:27][C:28]([O-:29])=[O:30].[O:33]=[CH:34][N:35]([CH3:36])[CH3:37]>>[CH2:1]([CH3:2])[O:3][C:4](=[O:5])[c:6]1[n:7][n:8]([CH3:28])[c:9](-[c:11]2[c:12]([O:17][CH2:18][c:19]3[cH:20][cH:21][cH:22][cH:23][cH:24]3)[cH:13][cH:14][cH:15][cH:16]2)[cH:10]1. The reactants are CCOC(=O)c1cc(-c2ccccc2OCc2ccccc2)[nH]n1, CI, [K+], [K+], O=C([O-])[O-], CN(C)C=O. Reactants: C(C)(=O)Cl (acetyl chloride), CO (methanol), O1CCCC2=C1C=CC(=C2)C=2C(=NN(C2C=O)C)C2=NC=CC=C2 (4-(3,4-dihydro-2H-1-benzopyran-6-yl)-1-methyl-3-(pyridin-2-yl)-1H-pyrazole-5-carbaldehyde), C[Si](C)(C)C#N (trimethylsilyl cyanide), [Na] (sodium). The reagents and catalysts are [I-].[Zn+2].[I-] (zinc iodide). Solvent: ClCCl (dichloromethane). Reaction conditions: time 4 hour. Product: O1CCCC2=C1C=CC(=C2)C=2C(=NN(C2C(C(=O)OC)O)C)C2=NC=CC=C2 (methyl 2-[4-(3,4-dihydro-2H-1-benzopyran-6-yl)-1-methyl-3-(pyridin-2-yl)-1H-pyrazol-5-yl]-2-hydroxyacetate). The yield is 39.0%. Reaction SMILES: [O:1]1[C:6]2[CH:7]=[CH:8][C:9]([C:11]3[C:12]([C:19]4[CH:24]=[CH:23][CH:22]=[CH:21][N:20]=4)=[N:13][N:14]([CH3:18])[C:15]=3[CH:16]=[O:17])=[CH:10][C:5]=2[CH2:4][CH2:3][CH2:2]1.C[Si](C#N)(C)C.[Na].[C:32](Cl)(=[O:34])C.[CH3:36][OH:37]>ClCCl.[I-].[Zn+2].[I-]>[O:1]1[C:6]2[CH:7]=[CH:8][C:9]([C:11]3[C:12]([C:19]4[CH:24]=[CH:23][CH:22]=[CH:21][N:20]=4)=[N:13][N:14]([CH3:18])[C:15]=3[CH:16]([OH:17])[C:36]([O:34][CH3:32])=[O:37])=[CH:10][C:5]=2[CH2:4][CH2:3][CH2:2]1 |f:6.7.8,^1:30|. Procedure details: Under nitrogen atmosphere, to a solution of 4-(3,4-dihydro-2H-1-benzopyran-6-yl)-1-methyl-3-(pyridin-2-yl)-1H-pyrazole-5-carbaldehyde (9f) (137 mg, 0.43 mmol) in anhydrous dichloromethane (2 mL) at 0° C. were successively added zinc iodide (14 mg, 0.04 mmol) and trimethylsilyl cyanide (64 μL, 0.51 mmol). The mixture was stirred at room temperature for 4 hours and then heated at 50° C. for 3 days. After cooling to room temperature, a saturated solution of sodium hydrogenocarbonate (5 mL) was adde... Starting materials: FC1=CC=C(C=C1)C1=C(N(C(C2=NC=CC=C21)=O)C)C(=O)N(C)CC2=C(C=CC=C2)OC (5-(4-Fluorophenyl)-7,8-dihydro-N-(2-methoxybenzyl)-N,7-dimethyl-8-oxo-6-pyrido[3,4-b]pyridinecarboxamide), FC(C=1C=C(CCN)C=C(C1)C(F)(F)F)(F)F (N-[3,5-bis(trifluoromethyl)benzyl]methylamine). Product: FC(C=1C=C(CN(C(=O)C2=C(C3=C(C(N2C)=O)C=CN=C3)C3=CC=C(C=C3)F)C)C=C(C1)C(F)(F)F)(F)F (N-[3,5-Bis(trifluoromethyl)benzyl]-4-(4-fluorophenyl)-1,2-dihydro-N, 2-dimethyl-1-oxo-3-pyrido[4,3-c]pyridine carboxamide). RXN SMILES: [F:1][C:2]1[CH:7]=[CH:6][C:5]([C:8]2[C:17]3[C:12](=[N:13][CH:14]=[CH:15][CH:16]=3)[C:11](=[O:18])[N:10]([CH3:19])[C:9]=2[C:20]([N:22]([CH2:24]C2C=CC=CC=2OC)C)=[O:21])=[CH:4][CH:3]=1.[F:33][C:34]([F:49])([F:48])[C:35]1[CH:36]=[C:37]([CH:41]=[C:42]([C:44]([F:47])([F:46])[F:45])[CH:43]=1)[CH2:38]CN>>[F:49][C:34]([F:33])([F:48])[C:35]1[CH:36]=[C:37]([CH:41]=[C:42]([C:44]([F:45])([F:46])[F:47])[CH:43]=1)[CH2:38][N:22]([CH3:24])[C:20]([C:9]1[N:10]([CH3:19])[C:11](=[O:18])[C:16]2[CH:15]=[CH:14][N:13]=[CH:12][C:17]=2[C:8]=1[C:5]1[CH:4]=[CH:3][C:2]([F:1])=[CH:7][CH:6]=1)=[O:21]. Procedure: Employing 4-(4-fluorophenyl)-1,2-dihydro-2-methyl-1-oxo-3-pyrido[4,3-c]pyridine carboxylic acid (Reference Example 4) and N-[3,5-bis(trifluoromethyl)benzyl]methylamine, reaction was allowed to proceed and the reaction mixture was processed in substantially the same manner as in Example 1 to give the above-titled compound as colorless crystals, m.p.136°-138° C. (recrystallized from ethyl acetate-isopropyl ether). Starting materials: C1CCOC1, CO, Cl, CCSC(Oc1ccc(OC(F)(F)F)cc1)C(=O)OC, [Li+], [OH-]. Yields the product CCSC(Oc1ccc(OC(F)(F)F)cc1)C(=O)O. As a reaction SMILES: [CH2:21]1[O:22][CH2:23][CH2:24][CH2:25]1.[CH3:29][OH:30].[ClH:26].[F:1][C:2]([O:3][c:4]1[cH:5][cH:6][c:7]([O:8][CH:9]([C:10](=[O:11])[O:12][CH3:13])[S:14][CH2:15][CH3:16])[cH:17][cH:18]1)([F:19])[F:20].[Li+:28].[OH-:27]>>[F:1][C:2]([O:3][c:4]1[cH:5][cH:6][c:7]([O:8][CH:9]([C:10](=[O:11])[OH:12])[S:14][CH2:15][CH3:16])[cH:17][cH:18]1)([F:19])[F:20]. Reactants: COC([C@@H](CC1=CC2=C(NC(=N2)C)C=C1)NC(=O)OCC1=CC=CC=C1)=O ((R)-2-benzyloxycarbonylamino-3-(2-methyl-1H-benzoimidazol-5-yl)-propionic acid methyl ester), C([O-])([O-])=O.[Na+].[Na+] (sodium carbonate), C[Si](CCS(=O)(=O)Cl)(C)C (2-trimethylsilanyl-ethanesulfonyl chloride). Run in C(C)#N (acetonitrile). Run at time 8 hour. The product is COC([C@@H](CC1=CC2=C(N(C(=N2)C)S(=O)(=O)CC[Si](C)(C)C)C=C1)NC(=O)OCC1=CC=CC=C1)=O ((R)-2-Benzyloxycarbonylamino-3-[2-methyl-1-(2-trimethylsilanyl-ethanesulfonyl)-1H-benzoimidazol-5-yl]-propionic acid methyl ester). As a reaction SMILES: [CH3:1][O:2][C:3](=[O:27])[C@H:4]([NH:16][C:17]([O:19][CH2:20][C:21]1[CH:26]=[CH:25][CH:24]=[CH:23][CH:22]=1)=[O:18])[CH2:5][C:6]1[CH:15]=[CH:14][C:9]2[NH:10][C:11]([CH3:13])=[N:12][C:8]=2[CH:7]=1.C(=O)([O-])[O-].[Na+].[Na+].[CH3:34][Si:35]([CH3:43])([CH3:42])[CH2:36][CH2:37][S:38](Cl)(=[O:40])=[O:39]>C(#N)C>[CH3:1][O:2][C:3](=[O:27])[C@H:4]([NH:16][C:17]([O:19][CH2:20][C:21]1[CH:26]=[CH:25][CH:24]=[CH:23][CH:22]=1)=[O:18])[CH2:5][C:6]1[CH:15]=[CH:14][C:9]2[N:10]([S:38]([CH2:37][CH2:36][Si:35]([CH3:43])([CH3:42])[CH3:34])(=[O:40])=[O:39])[C:11]([CH3:13])=[N:12][C:8]=2[CH:7]=1 |f:1.2.3|. Procedure details: To a suspension of (R)-2-benzyloxycarbonylamino-3-(2-methyl-1H-benzoimidazol-5-yl)-propionic acid methyl ester (533 mg, 1.96 mmol), and sodium carbonate in acetonitrile (20 mL) was added neat 2-trimethylsilanyl-ethanesulfonyl chloride all at once. The mixture was stirred at room temperature overnight. Solvents were removed and the residue was purified by chromatography on silica gel using ethyl acetate/hexanes (1:2) as eluent to afford the title compound as a waxy solid (1:1 mixture of N1 and N3... The reactants are O\C=C\1/C(NC2=CC(=CC=C12)F)=O (Z-3-[(hydroxy)-methylene]-6-fluoro-1,3-dihydro-indol-2-one), NC1=NNC=C1 (3-aminopyrazole), O\C=C\1/C(NC2=CC(=CC=C12)F)=O (Z-3-[(hydroxy)-methylene]-6-fluoro-1,3-dihydro-indol-2-one), O\C=C\1/C(NC2=CC=CC=C12)=O (Z-3-[(hydroxy)-methylene)-1,3-dihydro-indol-2-one), C(C)(C)(C)C1=CC(=C(O1)C)C=1C=C(NN1)N (5-(5-tert-butyl-2-methyl-furan-3-yl)-2H-pyrazol-3-ylamine), C(C)(C)(C)C1=CC(=C(O1)C)C=1C=C(NN1)N (5-(5-tert-butyl-2-methyl-furan-3-yl)-2H-pyrazol-3-ylamine). Solvent: O1CCCC1 (tetrahydrofuran). Yields the product C(C)(C)(C)C1=CC(=C(O1)C)C=1C=C(NN1)NC=C1C(NC2=CC(=CC=C12)F)=O (3-{[5-(5-tert-Butyl-2-methyl-furan-3-yl)-2H-pyrazol-3-ylamino]-methylene}-6-fluoro-1,3-dihydro-indol-2-one). Reaction SMILES: O/[CH:2]=[C:3]1\[C:4](=[O:13])[NH:5][C:6]2[C:11]\1=[CH:10][CH:9]=[C:8]([F:12])[CH:7]=2.O/C=C1\C(=O)NC2C\1=CC=CC=2.[C:26]([C:30]1[O:34][C:33]([CH3:35])=[C:32]([C:36]2[CH:37]=[C:38]([NH2:41])[NH:39][N:40]=2)[CH:31]=1)([CH3:29])([CH3:28])[CH3:27].NC1C=CNN=1>O1CCCC1>[C:26]([C:30]1[O:34][C:33]([CH3:35])=[C:32]([C:36]2[CH:37]=[C:38]([NH:41][CH:2]=[C:3]3[C:11]4[C:6](=[CH:7][C:8]([F:12])=[CH:9][CH:10]=4)[NH:5][C:4]3=[O:13])[NH:39][N:40]=2)[CH:31]=1)([CH3:29])([CH3:27])[CH3:28]. Procedure details: The named compound is prepared by substituting E & Z-3-[(hydroxy)-methylene]-6-fluoro-1,3-dihydro-indol-2-one for E & Z-3-[(hydroxy)-methylene)-1,3-dihydro-indol-2-one and 5-(5-tert-butyl-2-methyl-furan-3-yl)-2H-pyrazol-3-ylamine for 3-aminopyrazole in the reaction of Example 1. Specifically, E & Z-3-[(hydroxy)-methylene]-6-fluoro-1,3-dihydro-indol-2-one (0.033 gms.) is reacted with 0.089 gms. 5-(5-tert-butyl-2-methyl-furan-3-yl)-2H-pyrazol-3-ylamine by refluxing in tetrahydrofuran (0.88 mL) to ...